From a dataset of the Open Reaction Database (ORD), a public repository of structured organic reaction records. describe an organic reaction: reactants, conditions, products, and yield Reactants: NC=1C(=NC=CC1)OCCO (2-(3-aminopyridin-2-yloxy)ethanol), COC(=O)C1=C(C2=C(N=C(N=C2)Cl)S1)C (chloro-5-methyl-thieno[2,3-d]pyrimidine-6-carboxylic acid methyl ester). Product: COC(=O)C1=C(C2=C(N=CN=C2NC=2C(=NC=CC2)OCCO)S1)C (Methyl-4-(2-(2-hydroxyethoxy)pyridin-3-ylamino)-5-methyl-thieno[2,3-d]pyrimidine-6-carboxylate). As a reaction SMILES: [NH2:1][C:2]1[C:3]([O:8][CH2:9][CH2:10][OH:11])=[N:4][CH:5]=[CH:6][CH:7]=1.[CH3:12][O:13][C:14]([C:16]1[S:25][C:19]2[N:20]=[C:21](Cl)[N:22]=[CH:23][C:18]=2[C:17]=1[CH3:26])=[O:15]>>[CH3:12][O:13][C:14]([C:16]1[S:25][C:19]2[N:20]=[CH:21][N:22]=[C:23]([NH:1][C:2]3[C:3]([O:8][CH2:9][CH2:10][OH:11])=[N:4][CH:5]=[CH:6][CH:7]=3)[C:18]=2[C:17]=1[CH3:26])=[O:15]. Procedure: Prepared analogously to example 28.1 from 2-(3-aminopyridin-2-yloxy)ethanol (175 mg) and chloro-5-methyl-thieno[2,3-d]pyrimidine-6-carboxylic acid methyl ester (121 mg)